Dataset: the Open Reaction Database (ORD), a public repository of structured organic reaction records. Task: describe an organic reaction: reactants, conditions, products, and yield The reactants are ClC1=CC=C(C=C1)C1=NNC(=C1C1=CC=NC=C1)N1CCNCC1 (3-(4-chlorophenyl)-4-(4-pyridyl)-5-(4-piperzinyl)pyrazole), C1(CCC(=O)O1)=O (succinic anhydride). The reagents and catalysts are CN(C1=CC=NC=C1)C (4-dimethylaminopyridine). Run at time 24 hour. Product: O.O.ClC1=CC=C(C=C1)C1=C(C(=NN1)N1CCN(CC1)C(CCC(=O)O)=O)C1=CC=NC=C1 (4-[5-(4-chlorophenyl)-4-(4-pyridinyl)-1H-pyrazol-3-yl]-γ-oxo-1-piperazinebutanoic acid, dihydrate). Yield: 58.0%. As a reaction SMILES: [Cl:1][C:2]1[CH:7]=[CH:6][C:5]([C:8]2[C:12]([C:13]3[CH:18]=[CH:17][N:16]=[CH:15][CH:14]=3)=[C:11]([N:19]3[CH2:24][CH2:23][NH:22][CH2:21][CH2:20]3)[NH:10][N:9]=2)=[CH:4][CH:3]=1.[C:25]1(=[O:31])[O:30][C:28](=[O:29])[CH2:27][CH2:26]1>CN(C)C1C=CN=CC=1>[OH2:29].[OH2:29].[Cl:1][C:2]1[CH:7]=[CH:6][C:5]([C:8]2[NH:9][N:10]=[C:11]([N:19]3[CH2:20][CH2:21][N:22]([C:25](=[O:31])[CH2:26][CH2:27][C:28]([OH:30])=[O:29])[CH2:23][CH2:24]3)[C:12]=2[C:13]2[CH:14]=[CH:15][N:16]=[CH:17][CH:18]=2)=[CH:4][CH:3]=1 |f:3.4.5|. Reported procedure: A solution of 3-(4-chlorophenyl)-4-(4-pyridyl)-5-(4-piperzinyl)pyrazole (200 mg; 0.54 mmol; prepared as set forth in Example A-169), succinic anhydride (60 mg, 0.55 mmol) and 4-dimethylaminopyridine (5 mg) was stirred at room temperature for 24 hours. The solvent was removed in vacuo and the residue treated with methanol and water (1:1). The resultant crystalline solid was filtered and air dried to give 170 mg (58%) of 4-[5-(4-chlorophenyl)-4-(4-pyridinyl)-1H-pyrazol-3-yl]-γ-oxo-1-piperazinebuta... Starting materials: [Cl-].[Li+] (lithium chloride), C([O-])([O-])=O.[Na+].[Na+] (sodium carbonate), BrC=1NC2=CC(=CC=C2C1C1CCCCC1)C(=O)OC (methyl 2-bromo-3-cyclohexyl-1H-indole-6-carboxylate), COCOC1=C(C=CC(=C1)OCOC)B(O)O (2,4-bismethoxymethoxyphenylboronic acid). Reagents/catalysts: C=1C=CC(=CC1)[P](C=2C=CC=CC2)(C=3C=CC=CC3)[Pd]([P](C=4C=CC=CC4)(C=5C=CC=CC5)C=6C=CC=CC6)([P](C=7C=CC=CC7)(C=8C=CC=CC8)C=9C=CC=CC9)[P](C=1C=CC=CC1)(C=1C=CC=CC1)C=1C=CC=CC1 (tetrakis(triphenylphosphine)palladium). The solvent is COCCOC (1,2-dimethoxyethane), O (water). Conditions: temperature 90 celsius, time 22 hour. Yields the product COCOC1=C(C=CC(=C1)OCOC)C=1NC2=CC(=CC=C2C1C1CCCCC1)C(=O)OC (methyl 2-(2,4-bismethoxymethoxyphenyl)-3-cyclohexyl-1H-indole-6-carboxylate). Isolated yield 86.3%. Reaction SMILES: Br[C:2]1[NH:3][C:4]2[C:9]([C:10]=1[CH:11]1[CH2:16][CH2:15][CH2:14][CH2:13][CH2:12]1)=[CH:8][CH:7]=[C:6]([C:17]([O:19][CH3:20])=[O:18])[CH:5]=2.[CH3:21][O:22][CH2:23][O:24][C:25]1[CH:30]=[C:29]([O:31][CH2:32][O:33][CH3:34])[CH:28]=[CH:27][C:26]=1B(O)O.[Cl-].[Li+].C(=O)([O-])[O-].[Na+].[Na+]>COCCOC.O.C1C=CC([P]([Pd]([P](C2C=CC=CC=2)(C2C=CC=CC=2)C2C=CC=CC=2)([P](C2C=CC=CC=2)(C2C=CC=CC=2)C2C=CC=CC=2)[P](C2C=CC=CC=2)(C2C=CC=CC=2)C2C=CC=CC=2)(C2C=CC=CC=2)C2C=CC=CC=2)=CC=1>[CH3:34][O:33][CH2:32][O:31][C:29]1[CH:30]=[C:25]([O:24][CH2:23][O:22][CH3:21])[CH:26]=[CH:27][C:28]=1[C:2]1[NH:3][C:4]2[C:9]([C:10]=1[CH:11]1[CH2:16][CH2:15][CH2:14][CH2:13][CH2:12]1)=[CH:8][CH:7]=[C:6]([C:17]([O:19][CH3:20])=[O:18])[CH:5]=2 |f:2.3,4.5.6,^1:56,58,77,96|. Procedure details: To a suspension of methyl 2-bromo-3-cyclohexyl-1H-indole-6-carboxylate (14.5 g, 43.2 mmol), obtained in the same manner as in the method described in WO03/010140, and 2,4-bismethoxymethoxyphenylboronic acid (13.6 g, 56.2 mmol) in 1,2-dimethoxyethane (140 ml) and water (70 ml) were added lithium chloride (5.5 g, 129 mmol), sodium carbonate (13.7 g, 129 mmol) and tetrakis(triphenylphosphine)palladium (5.0 g, 4.3 mmol), and the mixture was stirred at 90° C. for 22 hr. The mixture was allowed to coo...